From a dataset of the Open Reaction Database (ORD), a public repository of structured organic reaction records. describe an organic reaction: reactants, conditions, products, and yield Reactants: [Br-].C1(=CC=CC=C1)C[P+](C1=CC=CC=C1)(C1=CC=CC=C1)C1=CC=CC=C1 (phenylmethyltriphenylphosphonium bromide), C(CCC)[Li] (n-butyllithium), C1COC2(CCC(CC2)=O)O1 (1,4-cyclohexanedione mono-ethylene ketal). Product: C1(=CC=CC=C1)C=C1CCC2(OCCO2)CC1 (8-phenylmethylene-1,4-dioxaspiro[4.5]-decane). Reaction SMILES: [Br-].[C:2]1([CH2:8][P+](C2C=CC=CC=2)(C2C=CC=CC=2)C2C=CC=CC=2)[CH:7]=[CH:6][CH:5]=[CH:4][CH:3]=1.C([Li])CCC.[CH2:33]1[O:43][C:36]2([CH2:41][CH2:40][C:39](=O)[CH2:38][CH2:37]2)[O:35][CH2:34]1>>[C:2]1([CH:8]=[C:39]2[CH2:40][CH2:41][C:36]3([O:43][CH2:33][CH2:34][O:35]3)[CH2:37][CH2:38]2)[CH:7]=[CH:6][CH:5]=[CH:4][CH:3]=1 |f:0.1|. Procedure details: For example, when n is the bridging group --CH2 --, an appropriately substituted or unsubstituted phenylmethyl bromide, for example, 2-chlorophenylmethyl bromide, is reacted with triphenylphosphine in toluene, affording the corresponding phenylmethyltriphenylphosphonium bromide. The so-prepared phosphonium bromide is then treated with n-butyllithium, and reacted with 1,4-cyclohexanedione mono-ethylene ketal, yielding the appropriate 8-phenylmethylene-1,4-dioxaspiro[4.5]-decane. The 8-phenylmethy... Reactants: [Al+3], CCOC(C)=O, [Cl-], [Cl-], [Cl-], O=C(Cl)c1cccnc1Cl, ClCCl, Clc1cccc(Cl)c1-c1cc[nH]c1. Yields the product O=C(c1cc(-c2c(Cl)cccc2Cl)c[nH]1)c1cccnc1Cl. RXN SMILES: [Al+3:2].[CH3:31][CH2:32][O:33][C:34](=[O:35])[CH3:36].[Cl-:1].[Cl-:3].[Cl-:4].[Cl:18][c:19]1[c:20]([C:21](=[O:22])[Cl:23])[cH:24][cH:25][cH:26][n:27]1.[Cl:28][CH2:29][Cl:30].[Cl:5][c:6]1[c:7](-[c:13]2[cH:14][nH:15][cH:16][cH:17]2)[c:8]([Cl:12])[cH:9][cH:10][cH:11]1>>[Cl:5][c:6]1[c:7](-[c:13]2[cH:14][nH:15][c:16]([C:21]([c:20]3[c:19]([Cl:18])[n:27][cH:26][cH:25][cH:24]3)=[O:22])[cH:17]2)[c:8]([Cl:12])[cH:9][cH:10][cH:11]1. The reactants are OCCCl, O=C1NC(=O)C(=Cc2ccc(Oc3ccc(F)cc3)cc2)S1, [K+], [K+], O=C([O-])[O-], CN(C)C=O. Yields the product O=C1SC(=Cc2ccc(Oc3ccc(F)cc3)cc2)C(=O)N1CCO. Reaction SMILES: [Cl:29][CH2:30][CH2:31][OH:32].[F:1][c:2]1[cH:3][cH:4][c:5]([O:6][c:7]2[cH:8][cH:9][c:10]([CH:11]=[C:12]3[C:13](=[O:18])[NH:14][C:15](=[O:17])[S:16]3)[cH:19][cH:20]2)[cH:21][cH:22]1.[K+:23].[K+:24].[O-:25][C:26]([O-:27])=[O:28].[O:33]=[CH:34][N:35]([CH3:36])[CH3:37]>>[F:1][c:2]1[cH:3][cH:4][c:5]([O:6][c:7]2[cH:8][cH:9][c:10]([CH:11]=[C:12]3[C:13](=[O:18])[N:14]([CH2:30][CH2:31][OH:32])[C:15](=[O:17])[S:16]3)[cH:19][cH:20]2)[cH:21][cH:22]1. As a reaction SMILES: C([O:3][C:4](=[O:21])[CH2:5][O:6][C:7]1[CH:20]=[CH:19][CH:18]=[C:17]2[C:8]=1[CH2:9][CH2:10][C:11]1[S:15][C:14]([SH:16])=[N:13][C:12]=12)C.[CH2:22](Br)[C:23]1[CH:28]=[CH:27][CH:26]=[CH:25][CH:24]=1>>[CH2:22]([S:16][C:14]1[S:15][C:11]2[CH2:10][CH2:9][C:8]3[C:17](=[CH:18][CH:19]=[CH:20][C:7]=3[O:6][CH2:5][C:4]([OH:3])=[O:21])[C:12]=2[N:13]=1)[C:23]1[CH:28]=[CH:27][CH:26]=[CH:25][CH:24]=1. Isolated yield 44.0%. Procedure details: Using ethyl[(2-mercapto-4,5-dihydronaphtho[1,2-d]thiazol-6-yl)oxy]acetate and benzyl bromide, the procedure of Example 1 was otherwise repeated to synthesize the title compound. Yield 44%. Yields the product C(C1=CC=CC=C1)SC=1SC2=C(N1)C1=CC=CC(=C1CC2)OCC(=O)O ([(2-Benzylthio-4,5-dihydronaphtho[1,2-d]thiazol-6-yl)oxy]acetic Acid). Reactants: C(C)OC(COC1=C2CCC3=C(N=C(S3)S)C2=CC=C1)=O (ethyl[(2-mercapto-4,5-dihydronaphtho[1,2-d]thiazol-6-yl)oxy]acetate), C(C1=CC=CC=C1)Br (benzyl bromide).